This data is from the Open Reaction Database (ORD), a public repository of structured organic reaction records. The task is: describe an organic reaction: reactants, conditions, products, and yield Reactants: N1(C=NC=C1)CCC(=O)C1=CC=CC=C1 (3-(1H-imidazol-1-yl)propiophenone), Cl (hydrochloric acid), C(C)(=O)[O-].[NH4+] (ammonium acetate), [Na] (sodium). Solvent: CO (methanol). Run at time 6 day. Product: N1(C=NC=C1)C(CCN)C1=CC=CC=C1 (3-(1H-Imidazol-1-yl)-3-phenylpropanamine). RXN SMILES: [N:1]1([CH2:6][CH2:7][C:8]([C:10]2[CH:15]=[CH:14][CH:13]=CC=2)=O)[CH:5]=[CH:4][N:3]=[CH:2]1.[C:16]([O-])(=O)[CH3:17].[NH4+:20].[Na].Cl>CO>[N:1]1([CH:6]([C:7]2[CH:8]=[CH:10][CH:15]=[CH:14][CH:13]=2)[CH2:17][CH2:16][NH2:20])[CH:5]=[CH:4][N:3]=[CH:2]1 |f:1.2,^1:20|. Reported procedure: A solution of 6.0 g. of 3-(1H-imidazol-1-yl)propiophenone in 100 ml. of methanol was stirred as 23.1 g. of ammonium acetate, and then 1.35 g. of sodium cyanoborohydrate was added. After 6 days at room temperature, 60 ml. of concentrated hydrochloric acid was added and the solvent was distilled off. The residue was treated with 65 ml. of 10N sodium hydroxide, 25 g. of sodium chloride and 200 ml. of methylene chloride and the layers were separated. The organic layer was washed with water, dried ov... The reactants are [H][H] (hydrogen), C1(CC1)CNC=1SC=C(N1)C1=NC=C(C#N)C=C1 (6-[2-(cyclopropylmethylamino)-thiazol-4-yl]-nicotinonitrile), N (ammonia). The reagents and catalysts are [Ni] (Raney Nickel). The solvent is CO (methanol). Run at temperature 40 celsius, time 6 hour. Product: NCC=1C=NC(=CC1)C=1N=C(SC1)NCC1CC1 (3-Aminomethyl-6-(2-cyclopropylmethylamino-thiazol-4-yl)-pyridine). Yield: 51.7%. RXN SMILES: [CH:1]1([CH2:4][NH:5][C:6]2[S:7][CH:8]=[C:9]([C:11]3[CH:18]=[CH:17][C:14]([C:15]#[N:16])=[CH:13][N:12]=3)[N:10]=2)[CH2:3][CH2:2]1.N.[H][H]>[Ni].CO>[NH2:16][CH2:15][C:14]1[CH:13]=[N:12][C:11]([C:9]2[N:10]=[C:6]([NH:5][CH2:4][CH:1]3[CH2:3][CH2:2]3)[S:7][CH:8]=2)=[CH:18][CH:17]=1. Procedure: Add 6-[2-(cyclopropylmethylamino)-thiazol-4-yl]-nicotinonitrile (2.0 g, 7.8 mmol), Raney Nickel (2.0 mL), and 2M ammonia in methanol (200 mL) to a pressure vessel under a nitrogen atmosphere. Pressurize the vessel to 60 psi with hydrogen, and stir the mixture for 6 h at 40° C. Filter the mixture through Celite® and concentrate in vacuo to an oil. Dissolve the oil in EtOAc (300 mL) and saturated ammonium hydroxide (50 mL). Stir the solution for 20 h in a sealed flask at room temperature. Collect ... The reactants are OC1=CC(N(C=C1)CCC1=CC=C(C=C1)CO)=O (4-Hydroxy-1-[2-(4-hydroxymethyl-phenyl)-ethyl]-1H-pyridin-2-one), BrCC1=CSC=C1 (3-bromomethyl-thiophene), C([O-])([O-])=O.[K+].[K+] (potassium carbonate). The solvent is CN(C)C=O (DMF). Run at time 8 hour. The product is OCC1=CC=C(C=C1)CCN1C(C=C(C=C1)OCC1=CSC=C1)=O (1-[2-(4-Hydroxymethyl-phenyl)-ethyl]-4-(thiophen-3-ylmethoxy)-1H-pyridin-2-one). As a reaction SMILES: [OH:1][C:2]1[CH:7]=[CH:6][N:5]([CH2:8][CH2:9][C:10]2[CH:15]=[CH:14][C:13]([CH2:16][OH:17])=[CH:12][CH:11]=2)[C:4](=[O:18])[CH:3]=1.Br[CH2:20][C:21]1[CH:25]=[CH:24][S:23][CH:22]=1.C(=O)([O-])[O-].[K+].[K+]>CN(C=O)C>[OH:17][CH2:16][C:13]1[CH:14]=[CH:15][C:10]([CH2:9][CH2:8][N:5]2[CH:6]=[CH:7][C:2]([O:1][CH2:20][C:21]3[CH:25]=[CH:24][S:23][CH:22]=3)=[CH:3][C:4]2=[O:18])=[CH:11][CH:12]=1 |f:2.3.4|. Procedure: To 582 mg (2.37 mmol) 4-hydroxy-1-[2-(4-hydroxymethyl-phenyl)-ethyl]-1H-pyridin-2-one (preparation 2b) in 10 mL DMF is added 0.70 g (3.95 mmol) 3-bromomethyl-thiophene and 1.64 g (11.9 mmol) potassium carbonate. The reaction mixture is stirred overnight at RT, filtered and is directly transferred to a reverse HPLC for purification (Zorbax stable bond C18; water (0.15% formic acid)/acetonitrile 95:5 to 10:90). The reactants are aqueous solution, Cl (hydrochloric acid), C1=CC=CC=C1 (benzene), [Cl-].[Al+3].[Cl-].[Cl-] (aluminum chloride), S(=O)(Cl)Cl (thionyl chloride), BrCCCC(=O)O (4-bromobutyric acid), C1=CC=CC=C1 (benzene). Reaction conditions: temperature 60 celsius, time 1 hour. Yields the product BrCCCC(=O)C1=CC=CC=C1 (4-bromobutyrophenone), BrCCCC(=O)O (4-bromobutyric acid). Reaction SMILES: [Br:1][CH2:2][CH2:3][CH2:4][C:5]([OH:7])=[O:6].[CH:8]1[CH:13]=[CH:12][CH:11]=[CH:10][CH:9]=1.S(Cl)(Cl)=O.[Cl-].[Al+3].[Cl-].[Cl-].Cl>>[Br:1][CH2:2][CH2:3][CH2:4][C:5]([C:8]1[CH:13]=[CH:12][CH:11]=[CH:10][CH:9]=1)=[O:7].[Br:1][CH2:2][CH2:3][CH2:4][C:5]([OH:7])=[O:6] |f:3.4.5.6|. Reported procedure: In this Example, 14.2 g of 4-bromobutyric acid (85 mmol) was dissolved in 10 g of benzene (128mmol) and, after the temperature was raised to 60° C., 11.9 g of thionyl chloride (100 mmol) was dropwise added. Thereafter, the temperature was raised to 65 to 75° C. and the mixture was stirred at that temperature for one hour. Then, after the mixture was cooled to 20° C., the reaction solution was dropwise added into a suspension solution of 30 g of benzene (256 mmol) and 12 g of aluminum chloride (9... Reactants: [H-].[Na+] (Sodium hydride), C(#N)CC(=O)N(C)C (2-cyano-N,N-dimethyl-acetamide), CN(C=O)C (dimethylformamide), BrC1=NC=CC(=C1)Br (2,4-dibromopyridine), CN(C=O)C (dimethylformamide). Reaction conditions: temperature 60 celsius. Product: BrC1=CC(=NC=C1)C(C(=O)N(C)C)C#N (2-(4-bromo-pyridin-2-yl)-2-cyano-N,N-dimethyl-acetamide), BrC=1C=NC=CC1C(C(=O)N(C)C)C#N (2-(3-bromo-pyridin-4-yl)-2-cyano-N,N-dimethyl-acetamide). RXN SMILES: [H-].[Na+].[C:3]([CH2:5][C:6]([N:8]([CH3:10])[CH3:9])=[O:7])#[N:4].[Br:11][C:12]1[CH:17]=[C:16]([Br:18])[CH:15]=[CH:14][N:13]=1.[CH3:19][N:20]([CH3:23])C=O>>[Br:18][C:16]1[CH:15]=[CH:14][N:13]=[C:12]([CH:5]([C:3]#[N:4])[C:6]([N:8]([CH3:10])[CH3:9])=[O:7])[CH:17]=1.[Br:11][C:12]1[CH:19]=[N:20][CH:23]=[CH:16][C:17]=1[CH:5]([C:3]#[N:4])[C:6]([N:8]([CH3:10])[CH3:9])=[O:7] |f:0.1|. Procedure: Sodium hydride (186.2 mg, 4.65 mmol, 60% dispersion in oil) was added to a solution of 2-cyano-N,N-dimethyl-acetamide (373.7 mg, 3.33 mmol) in dimethylformamide (10 mL) at 0° C. The mixture was removed from the ice bath for 20 min, and a solution of 2,4-dibromopyridine (300 mg, 1.33 mmol) in dimethylformamide (3 mL) was quickly added. The mixture was heated at 60° C. for 16 h. The reaction was cooled to room temperature, quenched by addition of 200 μL saturated ammonium chloride and concentrated...